This data is from the Open Reaction Database (ORD), a public repository of structured organic reaction records. The task is: describe an organic reaction: reactants, conditions, products, and yield The reactants are Fc1ccc(CCCBr)cc1Oc1ccccc1, CCOCC, CCOc1ccc([Si](C)(C)Cl)cc1, I, [Mg], C1CCOC1. Yields the product CCOc1ccc([Si](C)(C)CCCc2ccc(F)c(Oc3ccccc3)c2)cc1. As a reaction SMILES: [Br:2][CH2:3][CH2:4][CH2:5][c:6]1[cH:7][c:8]([O:13][c:14]2[cH:15][cH:16][cH:17][cH:18][cH:19]2)[c:9]([F:12])[cH:10][cH:11]1.[CH3:39][CH2:40][O:41][CH2:42][CH3:43].[Cl:21][Si:22]([CH3:23])([CH3:24])[c:25]1[cH:26][cH:27][c:28]([O:31][CH2:32][CH3:33])[cH:29][cH:30]1.[I:1].[Mg:20].[O:34]1[CH2:35][CH2:36][CH2:37][CH2:38]1>>[CH2:3]([CH2:4][CH2:5][c:6]1[cH:7][c:8]([O:13][c:14]2[cH:15][cH:16][cH:17][cH:18][cH:19]2)[c:9]([F:12])[cH:10][cH:11]1)[Si:22]([CH3:23])([CH3:24])[c:25]1[cH:26][cH:27][c:28]([O:31][CH2:32][CH3:33])[cH:29][cH:30]1.